The task is: describe an organic reaction: reactants, conditions, products, and yield. This data is from the Open Reaction Database (ORD), a public repository of structured organic reaction records. The reactants are O=C(O)c1ccc(Br)s1, CCN(C(C)C)C(C)C, ClCCl, CC(C)(C)OC(=O)NCC(N)c1ccccc1. Yields the product CC(C)(C)OC(=O)NCC(NC(=O)c1ccc(Br)s1)c1ccccc1. As a reaction SMILES: [Br:1][c:2]1[cH:3][cH:4][c:5]([C:7](=[O:8])[OH:9])[s:6]1.[CH:10]([N:11]([CH:12]([CH3:13])[CH3:14])[CH2:15][CH3:16])([CH3:17])[CH3:18].[Cl:36][CH2:37][Cl:38].[NH2:19][CH:20]([CH2:21][NH:22][C:23]([O:24][C:25]([CH3:26])([CH3:27])[CH3:28])=[O:29])[c:30]1[cH:31][cH:32][cH:33][cH:34][cH:35]1>>[Br:1][c:2]1[cH:3][cH:4][c:5]([C:7](=[O:9])[NH:19][CH:20]([CH2:21][NH:22][C:23]([O:24][C:25]([CH3:26])([CH3:27])[CH3:28])=[O:29])[c:30]2[cH:31][cH:32][cH:33][cH:34][cH:35]2)[s:6]1. Starting materials: C#CCO, [Cl-], Clc1cc(Cl)ncn1, [H-], [NH4+], [Na+], C1CCOC1. Product: C#CCOc1cc(Cl)ncn1. Reaction SMILES: [CH2:3]([C:4]#[CH:5])[OH:6].[Cl-:15].[Cl:7][c:8]1[n:9][cH:10][n:11][c:12]([Cl:14])[cH:13]1.[H-:1].[NH4+:16].[Na+:2].[O:17]1[CH2:18][CH2:19][CH2:20][CH2:21]1>>[CH2:3]([C:4]#[CH:5])[O:6][c:12]1[n:11][cH:10][n:9][c:8]([Cl:7])[cH:13]1. Starting materials: O=C1CCC(CC1)C(CNS(=O)(=O)C(C)C)C (N-[2-[4-oxocyclohexyl]propyl] 2-propanesulfonamide), S(=O)(=O)(C1=CC=C(C)C=C1)C[N+]#[C-] (tosylmethyl isocyanide), CC(C)([O-])C.[K+] (potassium t-butoxide). Solvent: C(OC)COC (dimethoxyethane), C(C)(C)(C)O (t-butanol). Run at time 3 hour. The product is C(#N)C1CCC(CC1)C(CNS(=O)(=O)C(C)C)C (N-[2-[4-cyano-cyclohexyl]-propyl] 2-propanesulfonamide). Reaction SMILES: O=[C:2]1[CH2:7][CH2:6][CH:5]([CH:8]([CH3:17])[CH2:9][NH:10][S:11]([CH:14]([CH3:16])[CH3:15])(=[O:13])=[O:12])[CH2:4][CH2:3]1.S([CH2:28][N+:29]#[C-])(C1C=CC(C)=CC=1)(=O)=O.CC(C)([O-])C.[K+]>C(COC)OC.C(O)(C)(C)C>[C:28]([CH:2]1[CH2:7][CH2:6][CH:5]([CH:8]([CH3:17])[CH2:9][NH:10][S:11]([CH:14]([CH3:16])[CH3:15])(=[O:13])=[O:12])[CH2:4][CH2:3]1)#[N:29] |f:2.3|. Reported procedure: To a −15° C. solution of 1 eq. of N-[2-[4-oxocyclohexyl]propyl] 2-propanesulfonamide (see Preparation 2) and 1 eq. of tosylmethyl isocyanide in dimethoxyethane is added a solution of 2.8 eq. of potassium t-butoxide in t-butanol. The cooling bath is removed and the mixture is stirred for three hours. The mixture is then diluted with water and extracted three times with diethyl ether. The combined organic extracts are dried over MgSO4, filtered and concentrated in vacuo to provide the crude materi... Reactants: CCCC(C)CC(CC(=O)OC(C)(C)C)C(=O)O, C1CCOC1. Product: CCCC(C)CC(CO)CC(=O)OC(C)(C)C. Reaction SMILES: [C:1]([CH3:2])([CH3:3])([CH3:4])[O:5][C:6]([CH2:7][CH:8]([C:9](=[O:10])[OH:11])[CH2:12][CH:13]([CH2:14][CH2:15][CH3:16])[CH3:17])=[O:18].[CH2:19]1[O:20][CH2:21][CH2:22][CH2:23]1>>[C:1]([CH3:2])([CH3:3])([CH3:4])[O:5][C:6]([CH2:7][CH:8]([CH2:9][OH:10])[CH2:12][CH:13]([CH2:14][CH2:15][CH3:16])[CH3:17])=[O:18]. Starting materials: BrC1=C2C3(C(N(C2=CC=C1)CC=1OC(=CC1)C(F)(F)F)=O)C1=C(OC3)C=C3OCCC3=C1 (4′-bromo-1′-{[5-(trifluoromethyl)-2-furyl]methyl}-5,6-dihydrospiro[benzo[1,2-b:5,4-b′]difuran-3,3′-indol]-2′(1′H)-one), N1=CN=CC(=C1)B(O)O (pyrimidine-5-boronic acid), C([O-])([O-])=O.[Na+].[Na+] (sodium carbonate). The reagents and catalysts are C=1C=CC(=CC1)[P](C=2C=CC=CC2)(C=3C=CC=CC3)[Pd]([P](C=4C=CC=CC4)(C=5C=CC=CC5)C=6C=CC=CC6)([P](C=7C=CC=CC7)(C=8C=CC=CC8)C=9C=CC=CC9)[P](C=1C=CC=CC1)(C=1C=CC=CC1)C=1C=CC=CC1 (tetrakis(triphenylphosphine)palladium(0)). Run in COCCOC (1,2-dimethoxyethane). Yields the product N1=CN=CC(=C1)C1=C2C3(C(N(C2=CC=C1)CC=1OC(=CC1)C(F)(F)F)=O)C1=C(OC3)C=C3OCCC3=C1 (4′-pyrimidin-5-yl-1′-{[5-(trifluoromethyl)-2-furyl]methyl}-5,6-dihydrospiro[benzo[1,2-b:5,4-b′]difuran-3,3′-indol]-2′(1′H)-one). Isolated yield 28.3%. RXN SMILES: Br[C:2]1[CH:10]=[CH:9][CH:8]=[C:7]2[C:3]=1[C:4]1([CH2:25][O:24][C:23]3[CH:26]=[C:27]4[C:31](=[CH:32][C:22]1=3)[CH2:30][CH2:29][O:28]4)[C:5](=[O:21])[N:6]2[CH2:11][C:12]1[O:13][C:14]([C:17]([F:20])([F:19])[F:18])=[CH:15][CH:16]=1.[N:33]1[CH:38]=[C:37](B(O)O)[CH:36]=[N:35][CH:34]=1.C(=O)([O-])[O-].[Na+].[Na+]>C1C=CC([P]([Pd]([P](C2C=CC=CC=2)(C2C=CC=CC=2)C2C=CC=CC=2)([P](C2C=CC=CC=2)(C2C=CC=CC=2)C2C=CC=CC=2)[P](C2C=CC=CC=2)(C2C=CC=CC=2)C2C=CC=CC=2)(C2C=CC=CC=2)C2C=CC=CC=2)=CC=1.COCCOC>[N:33]1[CH:38]=[C:37]([C:2]2[CH:10]=[CH:9][CH:8]=[C:7]3[C:3]=2[C:4]2([CH2:25][O:24][C:23]4[CH:26]=[C:27]5[C:31](=[CH:32][C:22]2=4)[CH2:30][CH2:29][O:28]5)[C:5](=[O:21])[N:6]3[CH2:11][C:12]2[O:13][C:14]([C:17]([F:18])([F:20])[F:19])=[CH:15][CH:16]=2)[CH:36]=[N:35][CH:34]=1 |f:2.3.4,^1:51,53,72,91|. Procedure: A mixture of 4′-bromo-1′-{[5-(trifluoromethyl)-2-furyl]methyl}-5,6-dihydrospiro[benzo[1,2-b:5,4-b′]difuran-3,3′-indol]-2′(1′H)-one (0.11 g, 0.21 mmol), pyrimidine-5-boronic acid (0.04 g, 0.33 mmol), tetrakis(triphenylphosphine)palladium(0) (0.03 g, 0.02 mmol), 2.00 M sodium carbonate (1.00 mL) and 1,2-dimethoxyethane (10.0 mL) was heated at reflux for 16 h under nitrogen. After the organic solvent was evaporated in vacuo, the black residue was extracted with ethyl acetate (3×35.0 mL). The combin... The reactants are COC1=C(C(=O)OC)C=C(C=C1)O[Si](C)(C)C(C)(C)C (methyl 2-methoxy-5-(t-butyldimethylsilyloxy)benzoate), [F-].[NH4+] (ammonium fluoride). The solvent is CO (methanol). Reaction conditions: time 1 hour. Yields the product COC1=C(C(=O)OC)C=C(C=C1)O (methyl 2-methoxy-5-hydroxybenzoate). Reaction SMILES: [CH3:1][O:2][C:3]1[CH:12]=[CH:11][C:10]([O:13][Si](C(C)(C)C)(C)C)=[CH:9][C:4]=1[C:5]([O:7][CH3:8])=[O:6].[F-].[NH4+]>CO>[CH3:1][O:2][C:3]1[CH:12]=[CH:11][C:10]([OH:13])=[CH:9][C:4]=1[C:5]([O:7][CH3:8])=[O:6] |f:1.2|. Procedure details: Combine methyl 2-methoxy-5-(t-butyldimethylsilyloxy)benzoate (11.1 g. 37.4 mmol) and ammonium fluoride (6.94 g, 0.187 mmol) in methanol (150 mL). Heat to reflux. After 1 hour, evaporate in vacuo to give a residue. Partition the residue between ethyl acetate and water, separate the layers, extract the organic layer with water and then brine. Dry the organic layer over MgSO4, filter, and evaporate in uacuo to give methyl 2-methoxy-5-hydroxybenzoate: mp; 110-112° C. Rf=0.27 (silica gel, 5% ethyl ac... Reactants: O=C(CO)Nc1cc2c(cc1F)CC(=O)N2, O=Cc1[nH]c2c(c1-c1ccccc1)C(=O)NCC2. Yields the product O=C(CO)Nc1cc2c(cc1F)C(=Cc1[nH]c3c(c1-c1ccccc1)C(=O)NCC3)C(=O)N2. As a reaction SMILES: [F:19][c:20]1[cH:21][c:22]2[c:26]([cH:27][c:28]1[NH:29][C:30]([CH2:31][OH:32])=[O:33])[NH:25][C:24](=[O:34])[CH2:23]2.[O:1]=[C:2]1[NH:3][CH2:4][CH2:5][c:6]2[c:7]1[c:8](-[c:13]1[cH:14][cH:15][cH:16][cH:17][cH:18]1)[c:9]([CH:11]=[O:12])[nH:10]2>>[O:1]=[C:2]1[NH:3][CH2:4][CH2:5][c:6]2[c:7]1[c:8](-[c:13]1[cH:14][cH:15][cH:16][cH:17][cH:18]1)[c:9]([CH:11]=[C:23]1[c:22]3[cH:21][c:20]([F:19])[c:28]([NH:29][C:30]([CH2:31][OH:32])=[O:33])[cH:27][c:26]3[NH:25][C:24]1=[O:34])[nH:10]2. Starting materials: C(O)([O-])=O.[Na+] (sodium hydrogen carbonate), C(C1=CC=CC=C1)(=O)NC1=C(C(=O)OC(C)(C)C)C=CC(=C1)C=C (tert-butyl 2-(benzamido)-4-vinylbenzoate), BrC1=CC=C2CC(NC2=C1)=O (6-bromo-2-oxoindoline), C1(CCCCC1)CNCC1CCCCC1 (N,N-dicyclohexylmethylamine), trans-di(μ-acetato)bis-o-(di-o-tolylphosphino)benzyl dipalladium(II). Run in C(C)(=O)OCC (ethyl acetate), CN(C(C)=O)C (N,N-dimethylacetamide). Run at temperature 110 celsius, time 7 hour. The product is C(C1=CC=CC=C1)(=O)NC1=C(C(=O)OC(C)(C)C)C=CC(=C1)\C=C\C1=CC=C2CC(NC2=C1)=O (tert-butyl 2-(benzamido)-4-((E)-2-(2-oxoindolin-6-yl)vinyl)benzoate). Yield: 35.0%. As a reaction SMILES: Br[C:2]1[CH:10]=[C:9]2[C:5]([CH2:6][C:7](=[O:11])[NH:8]2)=[CH:4][CH:3]=1.C1(CNCC2CCCCC2)CCCCC1.[C:27]([NH:35][C:36]1[CH:48]=[C:47]([CH:49]=[CH2:50])[CH:46]=[CH:45][C:37]=1[C:38]([O:40][C:41]([CH3:44])([CH3:43])[CH3:42])=[O:39])(=[O:34])[C:28]1[CH:33]=[CH:32][CH:31]=[CH:30][CH:29]=1.C(=O)([O-])O.[Na+]>C(OCC)(=O)C.CN(C)C(=O)C>[C:27]([NH:35][C:36]1[CH:48]=[C:47](/[CH:49]=[CH:50]/[C:2]2[CH:10]=[C:9]3[C:5]([CH2:6][C:7](=[O:11])[NH:8]3)=[CH:4][CH:3]=2)[CH:46]=[CH:45][C:37]=1[C:38]([O:40][C:41]([CH3:43])([CH3:44])[CH3:42])=[O:39])(=[O:34])[C:28]1[CH:29]=[CH:30][CH:31]=[CH:32][CH:33]=1 |f:3.4|. Procedure details: 0.20 g of 6-bromo-2-oxoindoline, 0.40 mL of N,N-dicyclohexylmethylamine and 18 mg of trans-di(μ-acetato)bis-o-(di-o-tolylphosphino)benzyl dipalladium(II) were added to 2.0 mL of N,N-dimethylacetamide solution containing 0.46 g of tert-butyl 2-(benzamido)-4-vinylbenzoate at room temperature and stirred under nitrogen atmosphere at 110° C. for 7 hours. After the reaction mixture was cooled to room temperature, a saturated sodium hydrogen carbonate aqueous solution and ethyl acetate were added. The... The reactants are BrBr (Bromine), ClC=1C=CC(=C(C(=O)OCC(=O)C2=CC=CC=C2)C1)OCC (5-chloro-2-(2-ethoxybenzoyloxy)-acetophenone). Run in C(C)OCC (diethyl ether). Product: ClC=1C=CC(=C(C(=O)OC(C(=O)C2=CC=CC=C2)Br)C1)OCC (5-Chloro-2-(2-ethoxybenzoyloxy)-ω-bromoacetophenone). RXN SMILES: [Br:1]Br.[Cl:3][C:4]1[CH:5]=[CH:6][C:7]([O:22][CH2:23][CH3:24])=[C:8]([CH:21]=1)[C:9]([O:11][CH2:12][C:13]([C:15]1[CH:20]=[CH:19][CH:18]=[CH:17][CH:16]=1)=[O:14])=[O:10]>C(OCC)C>[Cl:3][C:4]1[CH:5]=[CH:6][C:7]([O:22][CH2:23][CH3:24])=[C:8]([CH:21]=1)[C:9]([O:11][CH:12]([Br:1])[C:13]([C:15]1[CH:16]=[CH:17][CH:18]=[CH:19][CH:20]=1)=[O:14])=[O:10]. Procedure: Bromine (0.6 g, 3.7 mmol) is added dropwise to a solution of 5-chloro-2-(2-ethoxybenzoyloxy)-acetophenone (1.19 g, 3.7 mmol) in dry diethyl ether (30 ml) at room temperature. The mixture is stirred for an additional hour. The reaction mixture is washed with brine and dried over sodium sulfate. The solvent is removed under reduced pressure to give the title compound in pure form. Reactants: C(C(=O)O)(=O)O (oxalic acid), C1(CCCCC1)N=C=NC1CCCCC1 (dicyclohexylcarbodimide), C(CCCC)C1=CC=C(C(=O)O)C=C1 (p-pentylbenzoic acid), FC1=C(C=CC(=C1F)C#N)O (2,3-Difluoro-4-cyanophenol), 4-N,N-dimethylaminopyridine. Run in C1(=CC=CC=C1)C (toluene), C1(=CC=CC=C1)C (toluene). Conditions: time 30 minute. Product: C1(=CC=CC=C1)C1=CC=C(C(=O)OC2=C(C(=C(C#N)C=C2)F)F)C=C1 (4-(4-penylbenzoyloxy)-2,3-difluorobenzonitrile). As a reaction SMILES: [CH:1]1(N=C=NC2CCCCC2)CCCCC1.[CH2:16]([C:21]1[CH:29]=[CH:28][C:24]([C:25]([OH:27])=[O:26])=[CH:23][CH:22]=1)[CH2:17][CH2:18][CH2:19][CH3:20].[F:30][C:31]1[C:36]([F:37])=[C:35]([C:38]#[N:39])[CH:34]=[CH:33][C:32]=1O.C(O)(=O)C(O)=O>C1(C)C=CC=CC=1>[C:16]1([C:21]2[CH:22]=[CH:23][C:24]([C:25]([O:27][C:32]3[CH:33]=[CH:34][C:35]([C:38]#[N:39])=[C:36]([F:37])[C:31]=3[F:30])=[O:26])=[CH:28][CH:29]=2)[CH:1]=[CH:20][CH:19]=[CH:18][CH:17]=1. Procedure details: A mixture of 0.11 mole of dicyclohexylcarbodimide and 20 ml of toluene is added to a mixture of 0.1 mole of p-pentylbenzoic acid, 0.1 mole of 2,3-difluoro-4-cyanophenol (prepared as in Example 1), 1.5 g of 4-N,N-dimethylaminopyridine and 200 ml of toluene. After stirring for 4 hours at room temperature 0.4 g of oxalic acid is added to the mixture and stirring is continued for 30 minutes. Working up i the customary manner gives 4-(4-penylbenzoyloxy)-2,3-difluorobenzonitrile.